Dataset: the Open Reaction Database (ORD), a public repository of structured organic reaction records. Task: describe an organic reaction: reactants, conditions, products, and yield The reactants are CCNC(=O)c1c(F)cccc1SC(C)(C)C, CO, [Na+], [Na+], O, O=S([O-])S(=O)(=O)[O-]. The product is CCNC(=O)c1c(F)cccc1S(=O)C(C)(C)C. Reaction SMILES: [CH2:1]([CH3:2])[NH:3][C:4]([c:5]1[c:6]([F:16])[cH:7][cH:8][cH:9][c:10]1[S:11][C:12]([CH3:13])([CH3:14])[CH3:15])=[O:17].[CH3:27][OH:28].[Na+:25].[Na+:26].[OH2:29].[S:18](=[O:19])([S:20]([O-:21])=[O:22])([O-:23])=[O:24]>>[CH2:1]([CH3:2])[NH:3][C:4]([c:5]1[c:6]([F:16])[cH:7][cH:8][cH:9][c:10]1[S:11]([C:12]([CH3:13])([CH3:14])[CH3:15])=[O:19])=[O:17].